This data is from the Open Reaction Database (ORD), a public repository of structured organic reaction records. The task is: describe an organic reaction: reactants, conditions, products, and yield Reactants: CCCCCCCCCc1cnc(-c2ccc(OCCCC3CCC(CCCCCCC)CC3)cc2)nc1, CCCCCCCCCc1cnc(-c2ccc(OCCCC3CCC(CCCCCCCC)CC3)cc2)nc1, CCCCCCCCCc1cnc(-c2ccc(OCCCC3CCC(CCCCCCCCC)CC3)cc2)nc1. Product: CCCCCCCCCc1cnc(-c2ccc(OCCCC3CCC(CCCCCC)CC3)cc2)nc1. RXN SMILES: [CH2:1]([CH2:2][CH2:3][CH2:4][CH2:5][CH2:6][CH3:7])[CH:8]1[CH2:9][CH2:10][CH:11]([CH2:14][CH2:15][CH2:16][O:17][c:18]2[cH:19][cH:20][c:21](-[c:24]3[n:25][cH:26][c:27]([CH2:30][CH2:31][CH2:32][CH2:33][CH2:34][CH2:35][CH2:36][CH2:37][CH3:38])[cH:28][n:29]3)[cH:22][cH:23]2)[CH2:12][CH2:13]1.[CH2:39]([CH:40]1[CH2:41][CH2:42][CH:43]([CH2:44][CH2:45][CH2:46][O:47][c:48]2[cH:49][cH:50][c:51](-[c:52]3[n:53][cH:54][c:55]([CH2:56][CH2:57][CH2:58][CH2:59][CH2:60][CH2:61][CH2:62][CH2:63][CH3:64])[cH:65][n:66]3)[cH:67][cH:68]2)[CH2:69][CH2:70]1)[CH2:71][CH2:72][CH2:73][CH2:74][CH2:75][CH2:76][CH3:77].[CH2:78]([CH:79]1[CH2:80][CH2:81][CH:82]([CH2:83][CH2:84][CH2:85][O:86][c:87]2[cH:88][cH:89][c:90](-[c:91]3[n:92][cH:93][c:94]([CH2:95][CH2:96][CH2:97][CH2:98][CH2:99][CH2:100][CH2:101][CH2:102][CH3:103])[cH:104][n:105]3)[cH:106][cH:107]2)[CH2:108][CH2:109]1)[CH2:110][CH2:111][CH2:112][CH2:113][CH2:114][CH2:115][CH2:116][CH3:117]>>[CH2:1]([CH2:2][CH2:3][CH2:4][CH2:5][CH3:6])[CH:8]1[CH2:9][CH2:10][CH:11]([CH2:14][CH2:15][CH2:16][O:17][c:18]2[cH:19][cH:20][c:21](-[c:24]3[n:25][cH:26][c:27]([CH2:30][CH2:31][CH2:32][CH2:33][CH2:34][CH2:35][CH2:36][CH2:37][CH3:38])[cH:28][n:29]3)[cH:22][cH:23]2)[CH2:12][CH2:13]1. Starting materials: O=C([O-])[O-], C1CCNC1, CN(C)C=O, CCOC(C)=O, CC#CCOc1cc(Cl)ncn1, [K+], [K+]. Product: CC#CCOc1cc(N2CCCC2)ncn1. Reaction SMILES: [C:18](=[O:19])([O-:20])[O-:21].[CH2:24]1[CH2:25][CH2:26][NH:27][CH2:28]1.[CH3:1][N:2]([CH3:3])[CH:4]=[O:5].[CH3:29][CH2:30][O:31][C:32](=[O:33])[CH3:34].[Cl:6][c:7]1[n:8][cH:9][n:10][c:11]([O:13][CH2:14][C:15]#[C:16][CH3:17])[cH:12]1.[K+:22].[K+:23]>>[c:7]1([N:27]2[CH2:26][CH2:25][CH2:24][CH2:28]2)[n:8][cH:9][n:10][c:11]([O:13][CH2:14][C:15]#[C:16][CH3:17])[cH:12]1. Starting materials: C(C1=CC=CC=C1)OC(C1=C(C=CC=C1)OC1=C(C=CC=C1)OCC1=CC=CC=C1)=O (2-(2-Benzyloxy-phenoxy)-benzoic acid benzyl ester). Reagents/catalysts: [Pd] (palladium on carbon). Run in C(C)O (ethanol). Conditions: time 8 hour. Yields the product OC1=C(OC2=C(C(=O)O)C=CC=C2)C=CC=C1 (2-(2-hydroxy-phenoxy)-benzoic acid). Reaction SMILES: C([O:8][C:9](=[O:31])[C:10]1[CH:15]=[CH:14][CH:13]=[CH:12][C:11]=1[O:16][C:17]1[CH:22]=[CH:21][CH:20]=[CH:19][C:18]=1[O:23]CC1C=CC=CC=1)C1C=CC=CC=1>C(O)C.[Pd]>[OH:23][C:18]1[CH:19]=[CH:20][CH:21]=[CH:22][C:17]=1[O:16][C:11]1[CH:12]=[CH:13][CH:14]=[CH:15][C:10]=1[C:9]([OH:31])=[O:8]. Procedure details: 2-(2-Benzyloxy-phenoxy)-benzoic acid benzyl ester (440 mg, 1 mmol) was dissolved in ethanol (30 mL), and 10% palladium on carbon (44 mg) was added. The mixture was stirred overnight under nitrogen protection. The suspension was filtered, evaporated by a rotatory evaporator to produce 2-(2-hydroxy-phenoxy)-benzoic acid. The reactants are OCc1cc(F)c(Br)cc1F, BrC(Br)(Br)Br, ClCCl, c1ccc(P(c2ccccc2)c2ccccc2)cc1. Yields the product Fc1cc(CBr)c(F)cc1Br. RXN SMILES: [Br:1][c:2]1[cH:3][c:4]([F:11])[c:5]([CH2:6][OH:7])[cH:8][c:9]1[F:10].[C:12]([Br:13])([Br:14])([Br:15])[Br:16].[Cl:36][CH2:37][Cl:38].[c:17]1([P:18]([c:19]2[cH:20][cH:21][cH:22][cH:23][cH:24]2)[c:25]2[cH:26][cH:27][cH:28][cH:29][cH:30]2)[cH:31][cH:32][cH:33][cH:34][cH:35]1>>[Br:1][c:2]1[cH:3][c:4]([F:11])[c:5]([CH2:6][Br:13])[cH:8][c:9]1[F:10]. The reactants are ClC=1C=C(C=CC1)NC(C(=CC1=CC=CC=C1)C)=O (N-(3-chlorophenyl)-2-methyl-3-phenylacrylamide), [Al+3].[Cl-].[Cl-].[Cl-] (AlCl3). Run in ClC1=CC=CC=C1 (chlorobenzene). Run at temperature 120 celsius. Product: ClC1=CC=C2C=C(C(NC2=C1)=O)C (7-Chloro-3-methyl-1H-quinolin-2-one), solid. Yield: 84.1%. As a reaction SMILES: [Cl:1][C:2]1[CH:3]=[C:4]([NH:8][C:9](=[O:19])[C:10]([CH3:18])=[CH:11]C2C=CC=CC=2)[CH:5]=[CH:6][CH:7]=1.[Al+3].[Cl-].[Cl-].[Cl-]>ClC1C=CC=CC=1>[Cl:1][C:2]1[CH:3]=[C:4]2[C:5]([CH:18]=[C:10]([CH3:11])[C:9](=[O:19])[NH:8]2)=[CH:6][CH:7]=1 |f:1.2.3.4|. Reported procedure: To a solution of N-(3-chlorophenyl)-2-methyl-3-phenylacrylamide (2.5 g, 9.2 mmol) in chlorobenzene (50 mL) is added AlCl3 (6.2 g, 46 mmol). The solution is heated to 120° C. After 4 hours the solution is poured onto ice. The solution is filtered. The organic layer is washed with 1N HCl, H2O and saturated NaCl. The crude product is purified by column chromatography eluting with 2% MeOH/CH2Cl2. The title compound is obtained as a white solid (1.5 g, 7.74 mmol). 1H NMR (d6-DMSO, 300 MHz) δ11.82 (bs... As a reaction SMILES: Cl([O-])=O.[Na+].[F:5][C:6]1[CH:34]=[CH:33][C:9]([C:10]([C@H:12]2[CH2:17][CH2:16][C@H:15]3[C@H:18]4[C@H:28]([CH2:29][CH2:30][C@:13]23[CH3:14])[C@:26]2([CH3:27])[C:21]([CH:22]=[C:23]([CH:31]=[O:32])[CH2:24][CH2:25]2)=[CH:20][CH2:19]4)=[O:11])=[CH:8][CH:7]=1.P([O-])([O-])([O-])=[O:36].[Na+].[Na+].[Na+].O>CC(=CC)C.C1COCC1.C(O)(=O)C.C(O)(C)(C)C>[F:5][C:6]1[CH:7]=[CH:8][C:9]([C:10]([C@H:12]2[CH2:17][CH2:16][C@H:15]3[C@H:18]4[C@H:28]([CH2:29][CH2:30][C@:13]23[CH3:14])[C@:26]2([CH3:27])[C:21]([CH:22]=[C:23]([C:31]([OH:36])=[O:32])[CH2:24][CH2:25]2)=[CH:20][CH2:19]4)=[O:11])=[CH:33][CH:34]=1 |f:0.1,3.4.5.6|. Product: FC1=CC=C(C(=O)[C@@H]2[C@]3(C)[C@@H](CC2)[C@@H]2CC=C4C=C(CC[C@]4(C)[C@H]2CC3)C(=O)O)C=C1 (17β-(4-fluorobenzoyl)-androsta-3,5-diene-3-carboxylic acid). Procedure details: Sodium chlorite is added to a mixture of 17β-(4-fluorobenzoyl)-androsta-3,5-diene-3-carboxaldehyde, sodium phosphate, monobasic monohydrate in 2-methyl-2-butene in THF, H2O, and t-butanol at RT. After 6 h acetic acid was added, then the aqueous layer is extracted with EtOAc, the combined organic extracts are dried (MgSO4), filtered, concentrated, and flash chromatographed to yield the title compound. Run in C(C)(=O)O (acetic acid), CC(C)=CC (2-methyl-2-butene), C1CCOC1 (THF), C(C)(C)(C)O (t-butanol). Reactants: O (H2O), Cl(=O)[O-].[Na+] (Sodium chlorite), FC1=CC=C(C(=O)[C@@H]2[C@]3(C)[C@@H](CC2)[C@@H]2CC=C4C=C(CC[C@]4(C)[C@H]2CC3)C=O)C=C1 (17β-(4-fluorobenzoyl)-androsta-3,5-diene-3-carboxaldehyde), P(=O)([O-])([O-])[O-].[Na+].[Na+].[Na+] (sodium phosphate), monohydrate. Reactants: CCCC(=O)c1cc2cc(Cl)ccc2o1, [K+], NN, [OH-], O, OCCOCCO. Product: CCCCc1cc2cc(Cl)ccc2o1. RXN SMILES: [C:1]([CH2:2][CH2:3][CH3:4])(=[O:5])[c:6]1[o:7][c:8]2[c:9]([cH:10]1)[cH:11][c:12]([Cl:15])[cH:13][cH:14]2.[K+:26].[NH2:16][NH2:17].[OH-:25].[OH2:27].[OH:18][CH2:19][CH2:20][O:21][CH2:22][CH2:23][OH:24]>>[CH2:1]([CH2:2][CH2:3][CH3:4])[c:6]1[o:7][c:8]2[c:9]([cH:10]1)[cH:11][c:12]([Cl:15])[cH:13][cH:14]2. The reactants are C(CCCCCCC)N=C=S (n-octylisothiocyanate), C1(=CC=CC=C1)C(C1CCNCC1)C1=CC=CC=C1 (4-diphenylmethylpiperidine). Run in C1(=CC=CC=C1)C (toluene). Product: C1(=CC=CC=C1)C(C1CCN(CC1)C(NCCCCCCCC)=S)C1=CC=CC=C1 (4-(diphenylmethyl)-N-octyl-1- piperidinecarbothioamide). Reaction SMILES: [CH2:1]([N:9]=[C:10]=[S:11])[CH2:2][CH2:3][CH2:4][CH2:5][CH2:6][CH2:7][CH3:8].[C:12]1([CH:18]([C:25]2[CH:30]=[CH:29][CH:28]=[CH:27][CH:26]=2)[CH:19]2[CH2:24][CH2:23][NH:22][CH2:21][CH2:20]2)[CH:17]=[CH:16][CH:15]=[CH:14][CH:13]=1>C1(C)C=CC=CC=1>[C:12]1([CH:18]([C:25]2[CH:30]=[CH:29][CH:28]=[CH:27][CH:26]=2)[CH:19]2[CH2:20][CH2:21][N:22]([C:10](=[S:11])[NH:9][CH2:1][CH2:2][CH2:3][CH2:4][CH2:5][CH2:6][CH2:7][CH3:8])[CH2:23][CH2:24]2)[CH:13]=[CH:14][CH:15]=[CH:16][CH:17]=1. Reported procedure: A solution of 6.0 g (0.035 mole) of n-octylisothiocyanate was dissolved in 25 ml of toluene, treated with 8.80 g (0.035 mole) of 4-diphenylmethylpiperidine and stirred at 25° for twelve hours. The mixture was cooled, filtered and evaporated. Chromatography of the residue through silica gel using chloroform as an eluent afforded a brown oil, 4-(diphenylmethyl)-N-octyl-1- piperidinecarbothioamide. A mixture of 1.0 g (0.0024 mole) of this material, 3 g of Raney Nickel and 15 ml of isopropanol was r...